Dataset: the Open Reaction Database (ORD), a public repository of structured organic reaction records. Task: describe an organic reaction: reactants, conditions, products, and yield The reactants are [N+](=O)([O-])C1=CC=C(CN2C(C=C(C3=CC=CC=C23)CC#N)=O)C=C1 (1-(4-Nitrobenzyl)-1,2-dihydro-2-oxoquinol-4-ylacetonitrile), [OH-].[Na+] (sodium hydroxide), C(C)O (ethanol). Product: [N+](=O)([O-])C1=CC=C(CN2C(C=C(C3=CC=CC=C23)CC(=O)O)=O)C=C1 (1-(4-nitrobenzyl)-1,2-dihydro-2-oxoquinol-4-ylacetic acid). RXN SMILES: [N+:1]([C:4]1[CH:24]=[CH:23][C:7]([CH2:8][N:9]2[C:18]3[C:13](=[CH:14][CH:15]=[CH:16][CH:17]=3)[C:12](CC#N)=[CH:11][C:10]2=[O:22])=[CH:6][CH:5]=1)([O-:3])=[O:2].[OH-:25].[Na+].[CH2:27]([OH:29])[CH3:28]>>[N+:1]([C:4]1[CH:24]=[CH:23][C:7]([CH2:8][N:9]2[C:18]3[C:13](=[CH:14][CH:15]=[CH:16][CH:17]=3)[C:12]([CH2:28][C:27]([OH:25])=[O:29])=[CH:11][C:10]2=[O:22])=[CH:6][CH:5]=1)([O-:3])=[O:2] |f:1.2|. Procedure details: 1-(4-Nitrobenzyl)-1,2-dihydro-2-oxoquinol-4-ylacetonitrile (0.5g.) was added to a solution of sodium hydroxide (0.2g.) in ethanol (50ml.) and the mixture was heated under reflux for 5 hours. The ethanol was evaporated under reduced pressure and the residue was treated with 2N hydrochloric acid (100ml.). The precipitate thus formed was separated off and recrystallised from ethanol to give 1-(4-nitrobenzyl)-1,2-dihydro-2-oxoquinol-4-ylacetic acid (0.42g.) m.p. 208°-210° C., (decomposition). Starting materials: C([O-])([O-])=O.[K+].[K+] (potassium carbonate), COC1=C(C=CC=C1)NCN1C(SCC1=O)=O (N-(2-methoxyphenylaminomethyl)-2,4-thiazolidinedione), ClCC(=O)Cl (chloroacetyl chloride). The solvent is C(Cl)(Cl)Cl (chloroform). Conditions: time 48 hour. The product is ClCC(=O)N(C1=C(C=CC=C1)OC)CN1C(SCC1=O)=O (2-chloro-N-(2,4-dioxothiazolidin-3-ylmethyl)-N-(2-methoxyphenyl)acetamide). The yield is 58.9%. RXN SMILES: C(=O)([O-])[O-].[K+].[K+].[CH3:7][O:8][C:9]1[CH:14]=[CH:13][CH:12]=[CH:11][C:10]=1[NH:15][CH2:16][N:17]1[C:21](=[O:22])[CH2:20][S:19][C:18]1=[O:23].[Cl:24][CH2:25][C:26](Cl)=[O:27]>C(Cl)(Cl)Cl>[Cl:24][CH2:25][C:26]([N:15]([CH2:16][N:17]1[C:21](=[O:22])[CH2:20][S:19][C:18]1=[O:23])[C:10]1[CH:11]=[CH:12][CH:13]=[CH:14][C:9]=1[O:8][CH3:7])=[O:27] |f:0.1.2|. Procedure: A suspension of 7 g of anhydrous potassium carbonate, 7.3 g of N-(2-methoxyphenylaminomethyl)-2,4-thiazolidinedione, and 5.3 g of chloroacetyl chloride in 50 ml of chloroform was cooled in an ice bath and stirred at ambient temperature for 48 hrs. The resulting precipitate was filtered, washed with water and recrystallized from nitromethane-ethanol to give 5.6 g of 2-chloro-N-(2,4-dioxothiazolidin-3-ylmethyl)-N-(2-methoxyphenyl)acetamide; mp 188°-191° C; M+ = 328.